Dataset: the Open Reaction Database (ORD), a public repository of structured organic reaction records. Task: describe an organic reaction: reactants, conditions, products, and yield The reactants are NC=1C(=NC=NC1N(C)C)N(C)C (5-Amino-4,6-bis(dimethylamino)pyrimidine), C(CCCCCCC\C=C/CCCCCCCC)(=O)Cl (oleoyl chloride), ClC1=NC=NC(=C1[N+](=O)[O-])Cl (4,6-dichloro-5-nitro pyrimidine), CNC (dimethylamine). The product is CN(C1=NC=NC(=C1NC(CCCCCCC\C=C/CCCCCCCC)=O)N(C)C)C (N-[4,6-bis(dimethylamino)pyrimidin-5-yl]-cis-9-octadecenamide). RXN SMILES: [NH2:1][C:2]1[C:3]([N:11]([CH3:13])[CH3:12])=[N:4][CH:5]=[N:6][C:7]=1[N:8]([CH3:10])[CH3:9].ClC1C([N+]([O-])=O)=C(Cl)N=CN=1.CNC.[C:28](Cl)(=[O:46])[CH2:29][CH2:30][CH2:31][CH2:32][CH2:33][CH2:34][CH2:35]/[CH:36]=[CH:37]\[CH2:38][CH2:39][CH2:40][CH2:41][CH2:42][CH2:43][CH2:44][CH3:45]>>[CH3:12][N:11]([CH3:13])[C:3]1[C:2]([NH:1][C:28](=[O:46])[CH2:29][CH2:30][CH2:31][CH2:32][CH2:33][CH2:34][CH2:35]/[CH:36]=[CH:37]\[CH2:38][CH2:39][CH2:40][CH2:41][CH2:42][CH2:43][CH2:44][CH3:45])=[C:7]([N:8]([CH3:9])[CH3:10])[N:6]=[CH:5][N:4]=1. Reported procedure: 5-Amino-4,6-bis(dimethylamino)pyrimidine (prepared by reacting commercially available 4,6-dichloro-5-nitro pyrimidine with excess dimethylamine followed by reduction of the nitro group according to the procedure of Jacobs et. al., J. Am. Chem. Soc., 42, 2278 (1920)) was coupled with oleoyl chloride using the procedure described in Example 4 to give the title compound. Reactants: ClCCCC(=O)OC[C@H](O)COCCCCCCCCCCCCCCCCCC ((R)-1-O-(4-chlorobutyryl)-3-O-octadecylglycerine), CN=C=O (methyl isocyanate). The solvent is ClC(C)Cl (dichloroethane). Product: ClCCCC(=O)OC[C@H](OC(NC)=O)COCCCCCCCCCCCCCCCCCC ((R)-1-O-(4-chlorobutyryl)-2-O-(methylcarbamoyl)-3-O-octadecylglycerine). As a reaction SMILES: [Cl:1][CH2:2][CH2:3][CH2:4][C:5]([O:7][CH2:8][C@@H:9]([CH2:11][O:12][CH2:13][CH2:14][CH2:15][CH2:16][CH2:17][CH2:18][CH2:19][CH2:20][CH2:21][CH2:22][CH2:23][CH2:24][CH2:25][CH2:26][CH2:27][CH2:28][CH2:29][CH3:30])[OH:10])=[O:6].[CH3:31][N:32]=[C:33]=[O:34]>ClC(Cl)C>[Cl:1][CH2:2][CH2:3][CH2:4][C:5]([O:7][CH2:8][C@@H:9]([CH2:11][O:12][CH2:13][CH2:14][CH2:15][CH2:16][CH2:17][CH2:18][CH2:19][CH2:20][CH2:21][CH2:22][CH2:23][CH2:24][CH2:25][CH2:26][CH2:27][CH2:28][CH2:29][CH3:30])[O:10][C:33](=[O:34])[NH:32][CH3:31])=[O:6]. Reported procedure: A solution of 0.33 g of (R)-1-O-(4-chlorobutyryl)-3-O-octadecylglycerine in 10 ml of dichloroethane is treated at 80° C. with 10 ml of methyl isocyanate. The solution is evaporated and the residue is chromatographed on silica gel while eluting with ether. There is obtained (R)-1-O-(4-chlorobutyryl)-2-O-(methylcarbamoyl)-3-O-octadecylglycerine of melting point 61°-62° C. (dec.).